From a dataset of the Open Reaction Database (ORD), a public repository of structured organic reaction records. describe an organic reaction: reactants, conditions, products, and yield Reactants: Nc1ccc(F)c(Br)c1F, CC(C)(C)P(C(C)(C)C)C(C)(C)C, C1COCCO1, [F-], CC1(C)OB(c2ccc(F)cc2C#N)OC1(C)C, [K+], [Na+], C1CCOC1, O=C(C=Cc1ccccc1)C=Cc1ccccc1, O=C(C=Cc1ccccc1)C=Cc1ccccc1, O=C(C=Cc1ccccc1)C=Cc1ccccc1, [OH-], O, [Pd], [Pd]. Yields the product N#Cc1cc(F)ccc1-c1c(F)ccc(N)c1F. Reaction SMILES: [Br:1][c:2]1[c:3]([F:10])[c:4]([NH2:9])[cH:5][cH:6][c:7]1[F:8].[C:31]([P:32]([C:33]([CH3:34])([CH3:35])[CH3:36])[C:37]([CH3:38])([CH3:39])[CH3:40])([CH3:41])([CH3:42])[CH3:43].[CH2:52]1[O:53][CH2:54][CH2:55][O:56][CH2:57]1.[F-:29].[F:11][c:12]1[cH:13][cH:14][c:15]([B:20]2[O:21][C:22]([CH3:23])([CH3:24])[C:25]([CH3:26])([CH3:27])[O:28]2)[c:16]([C:17]#[N:18])[cH:19]1.[K+:30].[Na+:45].[O:46]1[CH2:47][CH2:48][CH2:49][CH2:50]1.[O:60]=[C:61]([CH:62]=[CH:63][c:64]1[cH:65][cH:66][cH:67][cH:68][cH:69]1)[CH:70]=[CH:71][c:72]1[cH:73][cH:74][cH:75][cH:76][cH:77]1.[O:78]=[C:79]([CH:80]=[CH:81][c:82]1[cH:83][cH:84][cH:85][cH:86][cH:87]1)[CH:88]=[CH:89][c:90]1[cH:91][cH:92][cH:93][cH:94][cH:95]1.[O:96]=[C:97]([CH:98]=[CH:99][c:100]1[cH:101][cH:102][cH:103][cH:104][cH:105]1)[CH:106]=[CH:107][c:108]1[cH:109][cH:110][cH:111][cH:112][cH:113]1.[OH-:44].[OH2:51].[Pd:58].[Pd:59]>>[c:2]1(-[c:15]2[cH:14][cH:13][c:12]([F:11])[cH:19][c:16]2[C:17]#[N:18])[c:3]([F:10])[c:4]([NH2:9])[cH:5][cH:6][c:7]1[F:8]. Reactants: C(CO)(=O)O (glycolic acid), ClC=1C=C(C=CC1OCC1=NC=CC=C1)NC1=NC=NC2=CC=CC(=C12)OCCNC1CC1 (N-[3-chloro-4-(pyridin-2-ylmethoxy)phenyl]-5-[2-(cyclopropylamino)ethoxy]quinazolin-4-amine). The product is ClC=1C=C(C=CC1OCC1=NC=CC=C1)NC1=NC=NC2=CC=CC(=C12)OCCN(C(CO)=O)C1CC1 (N-{2-[(4-{[3-Chloro-4-(pyridin-2-ylmethoxy)phenyl]amino}quinazolin-5-yl)oxy]ethyl}-N-cyclopropyl-2-hydroxyacetamide). The yield is 19.0%. As a reaction SMILES: [C:1]([OH:5])(=O)[CH2:2][OH:3].[Cl:6][C:7]1[CH:8]=[C:9]([NH:21][C:22]2[C:31]3[C:26](=[CH:27][CH:28]=[CH:29][C:30]=3[O:32][CH2:33][CH2:34][NH:35][CH:36]3[CH2:38][CH2:37]3)[N:25]=[CH:24][N:23]=2)[CH:10]=[CH:11][C:12]=1[O:13][CH2:14][C:15]1[CH:20]=[CH:19][CH:18]=[CH:17][N:16]=1>>[Cl:6][C:7]1[CH:8]=[C:9]([NH:21][C:22]2[C:31]3[C:26](=[CH:27][CH:28]=[CH:29][C:30]=3[O:32][CH2:33][CH2:34][N:35]([CH:36]3[CH2:38][CH2:37]3)[C:1](=[O:5])[CH2:2][OH:3])[N:25]=[CH:24][N:23]=2)[CH:10]=[CH:11][C:12]=1[O:13][CH2:14][C:15]1[CH:20]=[CH:19][CH:18]=[CH:17][N:16]=1. Procedure: The procedure described in Example 1 was repeated using glycolic acid and N-[3-chloro-4-(pyridin-2-ylmethoxy)phenyl]-5-[2-(cyclopropylamino)ethoxy]quinazolin-4-amine (obtained as described in Example 13, preparation of starting materials) to give the title compound in 19% yield; NMR spectrum (DMSO-d6) 0.73-0.80 (m, 4H), 2.73-2.80 (m, 1H), 3.90 (t, 2H), 4.24 (s, 3H), 4.44 (t, 2H), 5.31 (s, 2H), 7.20 (d, 1H), 7.25 (d, 1H), 7.35 (d, 1H), 7.36-7.40 (m, 1H), 7.57-7.62 (m, 2H), 7.71-7.76 (m, 1H), 7.86... The reactants are ClC=1C=C(C=CC1Cl)S (3,4-dichlorobenzenethiol), [OH-].[Na+] (sodium hydroxide), ClC=1C=C(C=CC1Cl)S (3,4-dichlorobenzenethiol), ClCC#N (chloroacetonitrile). The solvent is O (water). The product is ClC=1C=C(C=CC1Cl)SCC#N ((3,4-Dichlorophenylthio)-acetonitrile). As a reaction SMILES: [Cl:1][C:2]1[CH:3]=[C:4]([SH:9])[CH:5]=[CH:6][C:7]=1[Cl:8].[OH-].[Na+].Cl[CH2:13][C:14]#[N:15]>O>[Cl:1][C:2]1[CH:3]=[C:4]([S:9][CH2:13][C:14]#[N:15])[CH:5]=[CH:6][C:7]=1[Cl:8] |f:1.2|. Procedure details: 17.9 g (0.10 mol) of 3,4-dichlorobenzenethiol are mixed in the cold with a solution of 4.1 g of sodium hydroxide (about 0.1 mol) in 50 ml of water. The mixture is heated to 60°-70° C. and 7.5 ml (0.12 mol; 20% excess relative to the 3,4-dichlorobenzenethiol) of chloroacetonitrile are added dropwise. The whole is then heated under reflux for about 30 minutes and cooled, the oil which has formed is extracted with ether, the ether solution is washed with dilute sodium hydroxide solution and water, ... Reactants: C, CO, O=C(O)C(CSc1ccccc1[N+](=O)[O-])N1C(=O)c2ccccc2C1=O, [Pd]. Product: Nc1ccccc1SCC(C(=O)O)N1C(=O)c2ccccc2C1=O. RXN SMILES: [C:29].[CH3:27][OH:28].[N+:1]([O-:2])(=[O:3])[c:4]1[c:5]([S:10][CH2:11][CH:12]([C:13](=[O:14])[OH:15])[N:16]2[C:17](=[O:26])[c:18]3[c:19]([cH:22][cH:23][cH:24][cH:25]3)[C:20]2=[O:21])[cH:6][cH:7][cH:8][cH:9]1.[Pd:30]>>[NH2:1][c:4]1[c:5]([S:10][CH2:11][CH:12]([C:13](=[O:14])[OH:15])[N:16]2[C:17](=[O:26])[c:18]3[c:19]([cH:22][cH:23][cH:24][cH:25]3)[C:20]2=[O:21])[cH:6][cH:7][cH:8][cH:9]1.